This data is from the Open Reaction Database (ORD), a public repository of structured organic reaction records. The task is: describe an organic reaction: reactants, conditions, products, and yield Reactants: BrC=1SC(=CC1C(=O)O)C (2-bromo-5-methyl-3-thiophenecarboxylic acid), S(=O)(Cl)Cl (thionyl chloride), NC1=C(C=C(C=C1)[N+](=O)[O-])O (2-amino-5-nitrophenol). Yields the product OC1=C(C=CC(=C1)[N+](=O)[O-])NC(=O)C1=C(SC(=C1)C)Br (N-(2-hydroxy-4-nitrophenyl)-2-bromo-5-methyl-3-thiophenecarboxamide). RXN SMILES: [Br:1][C:2]1[S:3][C:4]([CH3:10])=[CH:5][C:6]=1[C:7]([OH:9])=O.S(Cl)(Cl)=O.[NH2:15][C:16]1[CH:21]=[CH:20][C:19]([N+:22]([O-:24])=[O:23])=[CH:18][C:17]=1[OH:25]>>[OH:25][C:17]1[CH:18]=[C:19]([N+:22]([O-:24])=[O:23])[CH:20]=[CH:21][C:16]=1[NH:15][C:7]([C:6]1[CH:5]=[C:4]([CH3:10])[S:3][C:2]=1[Br:1])=[O:9]. Reported procedure: In the same manner as in Starting Material Synthesis Example 67 and using 2-bromo-5-methyl-3-thiophenecarboxylic acid, thionyl chloride and 2-amino-5-nitrophenol, N-(2-hydroxy-4-nitrophenyl)-2-bromo-5-methyl-3-thiophenecarboxamide is obtained. The reactants are C=1SC=C2NC3=C(NCC21)C=CC=C3 (9,10-dihydro-4H-thieno[3,4-b][1,5]benzodiazepine), C=1(C(=CC=CC1)C(=O)NC1=CC(=C(C(=O)Cl)C=C1)Cl)C1=CC=CC=C1 (4-[([1,1'-biphenyl]-2-carbonyl)amino]-2-chlorobenzoyl chloride). Product: C=1SC=C2NC3=C(N(CC21)C2=C(C=C(C=C2)NC(=O)C=2C(=CC=CC2)C2=CC=CC=C2)Cl)C=CC=C3 (N-[4-(4H-Thieno[3,4-b][1,5]benzodiazepin-9(10H)-yl)-3-chlorophenyl][1,1'-biphenyl]-2-carboxamide). As a reaction SMILES: [CH:1]1[S:2][CH:3]=[C:4]2[C:10]=1[CH2:9][NH:8][C:7]1[CH:11]=[CH:12][CH:13]=[CH:14][C:6]=1[NH:5]2.[C:15]1([C:34]2[CH:39]=[CH:38][CH:37]=[CH:36][CH:35]=2)[C:16]([C:21]([NH:23][C:24]2[CH:32]=[CH:31][C:27](C(Cl)=O)=[C:26]([Cl:33])[CH:25]=2)=[O:22])=[CH:17][CH:18]=[CH:19][CH:20]=1>>[CH:1]1[S:2][CH:3]=[C:4]2[C:10]=1[CH2:9][N:8]([C:27]1[CH:31]=[CH:32][C:24]([NH:23][C:21]([C:16]3[C:15]([C:34]4[CH:35]=[CH:36][CH:37]=[CH:38][CH:39]=4)=[CH:20][CH:19]=[CH:18][CH:17]=3)=[O:22])=[CH:25][C:26]=1[Cl:33])[C:7]1[CH:11]=[CH:12][CH:13]=[CH:14][C:6]=1[NH:5]2. Procedure details: As described for Example 400, 9,10-dihydro-4H-thieno[3,4-b][1,5]benzodiazepine is reacted with 4-[([1,1'-biphenyl]-2-carbonyl)amino]-2-chlorobenzoyl chloride to give the product as a solid. Reactants: CO, COC(=O)c1cnc(-c2ccncc2)nc1, [Li+], [OH-]. Product: O=C(O)c1cnc(-c2ccncc2)nc1. Reaction SMILES: [CH3:19][OH:20].[CH3:1][O:2][C:3](=[O:4])[c:5]1[cH:6][n:7][c:8](-[c:11]2[cH:12][cH:13][n:14][cH:15][cH:16]2)[n:9][cH:10]1.[Li+:18].[OH-:17]>>[O:2]=[C:3]([OH:4])[c:5]1[cH:6][n:7][c:8](-[c:11]2[cH:12][cH:13][n:14][cH:15][cH:16]2)[n:9][cH:10]1. Starting materials: O=C(NC(=O)c1ccccc1)NC1CCN(Cc2ccc3ccccc3c2)CC1, [Na+], [OH-]. The product is NC(=O)NC1CCN(Cc2ccc3ccccc3c2)CC1. RXN SMILES: [C:1](=[O:2])([c:3]1[cH:4][cH:5][cH:6][cH:7][cH:8]1)[NH:9][C:10](=[O:11])[NH:12][CH:13]1[CH2:14][CH2:15][N:16]([CH2:19][c:20]2[cH:21][c:22]3[cH:23][cH:24][cH:25][cH:26][c:27]3[cH:28][cH:29]2)[CH2:17][CH2:18]1.[Na+:31].[OH-:30]>>[NH2:9][C:10](=[O:11])[NH:12][CH:13]1[CH2:14][CH2:15][N:16]([CH2:19][c:20]2[cH:21][c:22]3[cH:23][cH:24][cH:25][cH:26][c:27]3[cH:28][cH:29]2)[CH2:17][CH2:18]1. The reactants are C(C)(=O)C1=C(C(=C(OCCCOC2=C(C3=C(CCC(O3)C(=O)OC)C=C2)CCC)C=C1)CC1CC1)O (Methyl 7-[3-[4-acetyl-2-(cyclopropylmethyl)-3-hydroxyphenoxy]propoxy]-3,4-dihydro-8-propyl-2H-1-benzopyran-2-carboxylate), [OH-].[K+] (potassium hydroxide), S(=O)(=O)(OC)OC (dimethyl sulfate), C(C)OCC.O (ethyl ether water). Solvent: CCCCCC.C(C)(=O)OCC (hexane ethyl acetate), C1CCOC1 (THF). Product: C(C)(=O)C1=C(C(=C(OCCCOC2=C(C3=C(CCC(O3)C(=O)OC)C=C2)CCC)C=C1)CC1CC1)OC (Methyl 7-[3-[4-acetyl-2-(cyclopropylmethyl)-3-methoxyphenoxy]propoxy]-3,4-dihydro-8-propyl-2H-1-benzopyran-2-carboxylate). The yield is 99.3%. RXN SMILES: [C:1]([C:4]1[CH:31]=[CH:30][C:7]([O:8][CH2:9][CH2:10][CH2:11][O:12][C:13]2[CH:26]=[CH:25][C:16]3[CH2:17][CH2:18][CH:19]([C:21]([O:23][CH3:24])=[O:22])[O:20][C:15]=3[C:14]=2[CH2:27][CH2:28][CH3:29])=[C:6]([CH2:32][CH:33]2[CH2:35][CH2:34]2)[C:5]=1[OH:36])(=[O:3])[CH3:2].[OH-].[K+].S(OC)(O[CH3:43])(=O)=O.C(OCC)C.O>C1COCC1.CCCCCC.C(OCC)(=O)C>[C:1]([C:4]1[CH:31]=[CH:30][C:7]([O:8][CH2:9][CH2:10][CH2:11][O:12][C:13]2[CH:26]=[CH:25][C:16]3[CH2:17][CH2:18][CH:19]([C:21]([O:23][CH3:24])=[O:22])[O:20][C:15]=3[C:14]=2[CH2:27][CH2:28][CH3:29])=[C:6]([CH2:32][CH:33]2[CH2:34][CH2:35]2)[C:5]=1[O:36][CH3:43])(=[O:3])[CH3:2] |f:1.2,4.5,7.8|. Procedure details: Methyl 7-[3-[4-acetyl-2-(cyclopropylmethyl)-3-hydroxyphenoxy]propoxy]-3,4-dihydro-8-propyl-2H-1-benzopyran-2-carboxylate (0.69 g, 1.39 mmol) was stirred in 15 mL THF with 0.20 g (3.57 mmol) potassium hydroxide and 0.34 mL (3.59 mmol) dimethyl sulfate at room temperature for 3.5 hr. The mixture was poured into ethyl ether/water, and the ether layer was washed with brine, dried over sodium sulfate, and concentrated. Flash chromatography on silica gel using 10:1 to 5:1 hexane/ethyl acetate as eluan... The reactants are ClC1=CC=C(C=C1)S(=O)(=O)C1(C(OCC1)=O)C (3-(4-chloro-benzenesulfonyl)-3-methyl-dihydro-furan-2-one), C(C)(C)(C)C1=NOC(=C1)N (3-tert-butyl-isoxazol-5-ylamine), C[Al](C)C (trimethylaluminum), solution. Solvent: C(Cl)Cl (methylene chloride), C1(=CC=CC=C1)C (toluene). Reaction conditions: temperature 45 celsius, time 15 minute. Product: C(C)(C)(C)C1=NOC(=C1)NC(C(CCO)(C)S(=O)(=O)C1=CC=C(C=C1)Cl)=O (N-(3-tert-Butyl-isoxazol-5-yl)-2-(4-chlorobenzenesulfonyl)-4-hydroxy-2-methyl-butyramide). The yield is 61.9%. As a reaction SMILES: [C:1]([C:5]1[CH:9]=[C:8]([NH2:10])[O:7][N:6]=1)([CH3:4])([CH3:3])[CH3:2].C[Al](C)C.[Cl:15][C:16]1[CH:21]=[CH:20][C:19]([S:22]([C:25]2([CH3:31])[CH2:29][CH2:28][O:27][C:26]2=[O:30])(=[O:24])=[O:23])=[CH:18][CH:17]=1>C(Cl)Cl.C1(C)C=CC=CC=1>[C:1]([C:5]1[CH:9]=[C:8]([NH:10][C:26](=[O:30])[C:25]([S:22]([C:19]2[CH:18]=[CH:17][C:16]([Cl:15])=[CH:21][CH:20]=2)(=[O:24])=[O:23])([CH3:31])[CH2:29][CH2:28][OH:27])[O:7][N:6]=1)([CH3:4])([CH3:3])[CH3:2]. Procedure details: To a solution of 3-tert-butyl-isoxazol-5-ylamine (0.421 g; 3.00 mmol) in methylene chloride (5 mL) was added dropwise trimethylaluminum (1.5 mL of a 2.0 M solution in toluene; 3.00 mmol). The mixture was stirred 15 minutes and 3-(4-chloro-benzenesulfonyl)-3-methyl-dihydro-furan-2-one (0.659 g; 2.40 mmol) added. The mixture was stirred 3 hours, heated to 45° C. for approximately 40 hours, cooled to room temperature and carefully quenched with 10% aqueous citric acid, aqueous sodium tartrate and c... Reactants: C(C)N(CCCNC1=NNC2=CC=C(C=C12)I)CC (3-(3-diethylaminopropylamino)-5-iodoindazole), NC1=NNC2=CC=CC=C12 (3-aminoindazole). The product is C(C)N(CCCNC1=NNC2=CC=CC=C12)CC (3-(3-diethylaminopropylamino)indazole). Yield: 54.0%. RXN SMILES: [CH2:1]([N:3]([CH2:18][CH3:19])[CH2:4][CH2:5][CH2:6][NH:7][C:8]1[C:16]2[C:11](=[CH:12][CH:13]=[C:14](I)[CH:15]=2)[NH:10][N:9]=1)[CH3:2].NC1C2C(=CC=CC=2)NN=1>>[CH2:18]([N:3]([CH2:1][CH3:2])[CH2:4][CH2:5][CH2:6][NH:7][C:8]1[C:16]2[C:11](=[CH:12][CH:13]=[CH:14][CH:15]=2)[NH:10][N:9]=1)[CH3:19]. Procedure: The same procedures for preparing 3-(3-diethylaminopropylamino)-5-iodoindazole as described in Example 71 were repeated except that 4.0 g of 3-aminoindazole was employed instead of the 9.7 g of 3-amino-5-iodoindazole. As a result, 4.0 g of 3-(3-diethylaminopropylamino)indazole having the following analytical values was obtained in a yield of 54%. Starting materials: NS(=O)(=O)N (aminosulfonamide), ClCCCS(=O)(=O)N1CCC(CC1)C1=CNC2=C(C=C(C=C12)C1=CC=CC=C1)C(=O)N (3-{1-[(3-chloropropyl)sulfonyl]-4-piperidinyl}-5-phenyl-1H-indole-7-carboxamide), CNC (dimethylamine), C(=O)([O-])[O-].[K+].[K+] (K2CO3), [Na+].[I-] (NaI). The product is CN(CCCS(=O)(=O)N1CCC(CC1)C1=CNC2=C(C=C(C=C12)C1=CC=CC=C1)C(=O)N)C (3-(1-{[3-(dimethylamino)propyl]sulfonyl}-4-piperidinyl)-5-phenyl-1H-indole-7-carboxamide). Yield: 18.6%. Reaction SMILES: NS(N)(=O)=O.Cl[CH2:7][CH2:8][CH2:9][S:10]([N:13]1[CH2:18][CH2:17][CH:16]([C:19]2[C:27]3[C:22](=[C:23]([C:34]([NH2:36])=[O:35])[CH:24]=[C:25]([C:28]4[CH:33]=[CH:32][CH:31]=[CH:30][CH:29]=4)[CH:26]=3)[NH:21][CH:20]=2)[CH2:15][CH2:14]1)(=[O:12])=[O:11].[CH3:37][NH:38][CH3:39].C([O-])([O-])=O.[K+].[K+].[Na+].[I-]>>[CH3:37][N:38]([CH3:39])[CH2:7][CH2:8][CH2:9][S:10]([N:13]1[CH2:18][CH2:17][CH:16]([C:19]2[C:27]3[C:22](=[C:23]([C:34]([NH2:36])=[O:35])[CH:24]=[C:25]([C:28]4[CH:33]=[CH:32][CH:31]=[CH:30][CH:29]=4)[CH:26]=3)[NH:21][CH:20]=2)[CH2:15][CH2:14]1)(=[O:12])=[O:11] |f:3.4.5,6.7|. Reported procedure: Following the general procedure for aminosulfonamide formation outlined in example 2, 3-{1-[(3-chloropropyl)sulfonyl]-4-piperidinyl}-5-phenyl-1H-indole-7-carboxamide (47 mg, 0.1 mmol) and dimethylamine (2.0M in THF, 0.5 mL, 0.5 mmol), were allowed to react in the presence of K2CO3 (55.2 mg, 0.4 mmol) and NaI (Cat. 1.51 mg). The resulting residue was purified by reverse phase HPLC eluting with 10% B to 80% B, where A=H2O (0.1% trifluoroacetic acid) and B=CH3CN (0.1% trifluoroacetic acid) to give ... The reagents and catalysts are CN(C)C=1C=CN=CC1 (DMAP). Reported procedure: To a solution of tert-butyl ((3S,7S,8R,9S)-8-butyl-7-hydroxy-9-methyl-2-oxooxonan-3-yl)carbamate (0.405 g, 1.179 mmol) in pyridine (3.4 mL) was added DMAP (0.029 g, 0.236 mmol) followed by the slow addition of isobutyryl chloride (0.247 ml, 2.36 mmol) at room temperature. The reaction was warmed to 50° C. and stirred for 3 h, at which point additional isobutyryl chloride (0.247 ml, 2.36 mmol) was added. The reaction was stirred at 50° C. for an additional 14 h, cooled to room temperature, quench... Reaction conditions: temperature 50 celsius, time 14 hour. Yields the product C(C(C)C)(=O)O[C@@H]1[C@H]([C@@H](OC([C@H](CCC1)NC(=O)OC(C)(C)C)=O)C)CCCC ((2S,3S,4S,8S)-8-((tert-butoxycarbonyl)amino)-3-butyl-2-methyl-9-oxooxonan-4-yl isobutyrate). As a reaction SMILES: [CH2:1]([C@H:5]1[C@H:13]([CH3:14])[O:12][C:11](=[O:15])[C@@H:10]([NH:16][C:17](=[O:23])[O:18][C:19]([CH3:22])([CH3:21])[CH3:20])[CH2:9][CH2:8][CH2:7][C@@H:6]1[OH:24])[CH2:2][CH2:3][CH3:4].[C:25](Cl)(=[O:29])[CH:26]([CH3:28])[CH3:27]>N1C=CC=CC=1.CN(C1C=CN=CC=1)C>[C:25]([O:24][C@H:6]1[CH2:7][CH2:8][CH2:9][C@H:10]([NH:16][C:17]([O:18][C:19]([CH3:22])([CH3:21])[CH3:20])=[O:23])[C:11](=[O:15])[O:12][C@@H:13]([CH3:14])[C@@H:5]1[CH2:1][CH2:2][CH2:3][CH3:4])(=[O:29])[CH:26]([CH3:28])[CH3:27]. The yield is 56.2%. Starting materials: C(CCC)[C@@H]1[C@H](CCC[C@@H](C(O[C@H]1C)=O)NC(OC(C)(C)C)=O)O (tert-butyl ((3S,7S,8R,9S)-8-butyl-7-hydroxy-9-methyl-2-oxooxonan-3-yl)carbamate), C(C(C)C)(=O)Cl (isobutyryl chloride), C(C(C)C)(=O)Cl (isobutyryl chloride). The solvent is N1=CC=CC=C1 (pyridine). Isolated yield 78.7%. The product is O1N=C(C2=C1C=CC=C2)CC(=O)O (benzo[d]isoxazol-3-yl-acetic acid). The reactants are Cl.NO (Hydroxylamine hydrochloride), OC=1C(OC2=CC=CC=C2C1)=O (hydroxy coumarin), C(C)(=O)[O-].[Na+] (Sodium acetate). Procedure: Hydroxylamine hydrochloride (7.5 g, 107.93 mmol) is added to a solution of hydroxy coumarin (5 g, 30.84 mmol) in MeOH (50 mL) at rt. Sodium acetate (8.8 g, 107.93 mmol) is added portionwise in 1.5 h. The reaction is stirred for 1.5 h at rt and then is heated at reflux overnight. Volatiles are evaporated, water is added and the mixture is cooled with ice-water bath. The aqueous layer is acidified to pH=3 with 4N HCl. A precipitate is filtered out and washed several times with water. The precipita... Reaction conditions: time 1.5 hour. RXN SMILES: Cl.[NH2:2][OH:3].O[C:5]1[C:6](=[O:15])[O:7][C:8]2[C:13]([CH:14]=1)=[CH:12][CH:11]=[CH:10][CH:9]=2.C([O-])(=O)C.[Na+]>CO>[O:3]1[C:12]2[CH:11]=[CH:10][CH:9]=[CH:8][C:13]=2[C:14]([CH2:5][C:6]([OH:15])=[O:7])=[N:2]1 |f:0.1,3.4|. The solvent is CO (MeOH).